From a dataset of the Open Reaction Database (ORD), a public repository of structured organic reaction records. describe an organic reaction: reactants, conditions, products, and yield Reactants: CS(=O)(=O)O, CN(C(=O)Cl)c1ccccc1, CC#N, CCN(C(C)C)C(C)C, NCc1ccc2c(c1)CN(C1CCC(=O)NC1=O)C2=O. The product is CN(C(=O)NCc1ccc2c(c1)CN(C1CCC(=O)NC1=O)C2=O)c1ccccc1. RXN SMILES: [CH3:1][S:2]([OH:3])(=[O:4])=[O:5].[CH3:35][N:36]([C:37](=[O:38])[Cl:39])[c:40]1[cH:41][cH:42][cH:43][cH:44][cH:45]1.[CH3:46][C:47]#[N:48].[CH:26]([N:27]([CH2:28][CH3:29])[CH:30]([CH3:31])[CH3:32])([CH3:33])[CH3:34].[NH2:6][CH2:7][c:8]1[cH:9][c:10]2[c:14]([cH:15][cH:16]1)[C:13](=[O:17])[N:12]([CH:18]1[C:19](=[O:25])[NH:20][C:21](=[O:24])[CH2:22][CH2:23]1)[CH2:11]2>>[NH:6]([CH2:7][c:8]1[cH:9][c:10]2[c:14]([cH:15][cH:16]1)[C:13](=[O:17])[N:12]([CH:18]1[C:19](=[O:25])[NH:20][C:21](=[O:24])[CH2:22][CH2:23]1)[CH2:11]2)[C:37]([N:36]([CH3:35])[c:40]1[cH:41][cH:42][cH:43][cH:44][cH:45]1)=[O:38]. The reactants are ClC1=CC=C(C=C1)C1=NC=2N(C(=C1)C(F)(F)F)N=CC2C#C (5-(4-Chloro-phenyl)-3-ethynyl-7-trifluoromethyl pyrazolo[1,5-a]pyrimidine), BrC1=CC=C(C=C1)S(=O)(=O)N (4-bromo-benzenesulfonamide). The product is ClC1=CC=C(C=C1)C1=NC=2N(C(=C1)C(F)(F)F)N=CC2C#CC=2C=C(C=CC2)S(=O)(=O)N (3-[5-(4-Chloro-phenyl)-7-trifluoromethyl-pyrazolo[1,5-a]pyrimidin-3-ylethynyl]-benzenesulfonamide), solid. The yield is 67.0%. RXN SMILES: [Cl:1][C:2]1[CH:7]=[CH:6][C:5]([C:8]2[CH:13]=[C:12]([C:14]([F:17])([F:16])[F:15])[N:11]3[N:18]=[CH:19][C:20]([C:21]#[CH:22])=[C:10]3[N:9]=2)=[CH:4][CH:3]=1.Br[C:24]1[CH:29]=[CH:28][C:27]([S:30]([NH2:33])(=[O:32])=[O:31])=[CH:26][CH:25]=1>>[Cl:1][C:2]1[CH:7]=[CH:6][C:5]([C:8]2[CH:13]=[C:12]([C:14]([F:15])([F:17])[F:16])[N:11]3[N:18]=[CH:19][C:20]([C:21]#[C:22][C:25]4[CH:26]=[C:27]([S:30]([NH2:33])(=[O:32])=[O:31])[CH:28]=[CH:29][CH:24]=4)=[C:10]3[N:9]=2)=[CH:4][CH:3]=1. Procedure details: The title compound was prepared from 5-(4-Chloro-phenyl)-3-ethynyl-7-trifluoromethyl pyrazolo[1,5-a]pyrimidine (example C.4) (322 mg, 1.0 mmol) and 4-bromo-benzenesulfonamide (236 mg, 1.0 mmol) according to general procedure II. Obtained as a yellow solid (320 mg, 67%). MS (ISP) 477.0 [(M+H)+]; mp 290-293° C. Reactants: CC(=O)O, Cl, Cc1cccc(Nc2nc(N3CCCCC3CNC(=O)OC(C)(C)C)nc3c2C(=O)NC3)c1. The product is Cc1cccc(Nc2nc(N3CCCCC3CN)nc3c2C(=O)NC3)c1. RXN SMILES: [C:35]([OH:36])(=[O:37])[CH3:38].[ClH:34].[O:1]=[C:2]1[NH:3][CH2:4][c:5]2[n:6][c:7]([N:19]3[CH:20]([CH2:25][NH:26][C:27](=[O:28])[O:29][C:30]([CH3:31])([CH3:32])[CH3:33])[CH2:21][CH2:22][CH2:23][CH2:24]3)[n:8][c:9]([NH:11][c:12]3[cH:13][c:14]([CH3:18])[cH:15][cH:16][cH:17]3)[c:10]21>>[O:1]=[C:2]1[NH:3][CH2:4][c:5]2[n:6][c:7]([N:19]3[CH:20]([CH2:25][NH2:26])[CH2:21][CH2:22][CH2:23][CH2:24]3)[n:8][c:9]([NH:11][c:12]3[cH:13][c:14]([CH3:18])[cH:15][cH:16][cH:17]3)[c:10]21. Reaction SMILES: O.O.O.O.O.O.[N+:7]([O-:10])([O-:9])=[O:8].[Y+3:11].[N+:12]([O-:15])([O-:14])=[O:13].[N+:16]([O-:19])([O-:18])=[O:17].O.O.O.O.O.O.[N+:26]([O-:29])([O-:28])=[O:27].[La+3:30].[N+:31]([O-:34])([O-:33])=[O:32].[N+:35]([O-:38])([O-:37])=[O:36]>O>[N+:7]([O-:10])([O-:9])=[O:8].[Y+3:11].[N+:12]([O-:15])([O-:14])=[O:13].[N+:16]([O-:19])([O-:18])=[O:17].[N+:26]([O-:29])([O-:28])=[O:27].[La+3:30].[N+:31]([O-:34])([O-:33])=[O:32].[N+:35]([O-:38])([O-:37])=[O:36] |f:0.1.2.3.4.5.6.7.8.9,10.11.12.13.14.15.16.17.18.19,21.22.23.24.25.26.27.28|. Procedure: Yttrium nitrate hexahydrate 3.82 g and lanthanum nitrate hexahydrate 0.997 g were dissolved in 11.5 g of water to provide an aqueous solution of yttrium nitrate-lanthanum nitrate mixture. Fifteen (15.0) g of silica gel (CARIACT-30® manufactured by Fuji Devison) was impregnated with the solution prepared as described above and dried at 120° C. in air, followed by a sequential calcination in air at 500° C. for 5 hours and in nitrogen at 500° C. for 5 hours. Thus, yttrium and lanthanum oxides as su... The reactants are O.O.O.O.O.O.[N+](=O)([O-])[O-].[Y+3].[N+](=O)([O-])[O-].[N+](=O)([O-])[O-] (Yttrium nitrate hexahydrate), O.O.O.O.O.O.[N+](=O)([O-])[O-].[La+3].[N+](=O)([O-])[O-].[N+](=O)([O-])[O-] (lanthanum nitrate hexahydrate). The product is [N+](=O)([O-])[O-].[Y+3].[N+](=O)([O-])[O-].[N+](=O)([O-])[O-].[N+](=O)([O-])[O-].[La+3].[N+](=O)([O-])[O-].[N+](=O)([O-])[O-] (yttrium nitrate lanthanum nitrate). Run in O (water).